From a dataset of the Open Reaction Database (ORD), a public repository of structured organic reaction records. describe an organic reaction: reactants, conditions, products, and yield Starting materials: COC1=CC=C(C=C1)C1=CCCC2=CC=CC=C12 (1-(4-Methoxyphenyl)-3,4-dihydro-naphthalene). Reagents/catalysts: [Pd] (Pd on carbon). The solvent is C(C)O (ethanol). The product is COC1=CC=C(C=C1)C1CCCC2=CC=CC=C12 (1-(4-Methoxyphenyl)tetralin). The yield is 92.5%. RXN SMILES: [CH3:1][O:2][C:3]1[CH:8]=[CH:7][C:6]([C:9]2[C:18]3[C:13](=[CH:14][CH:15]=[CH:16][CH:17]=3)[CH2:12][CH2:11][CH:10]=2)=[CH:5][CH:4]=1>[Pd].C(O)C>[CH3:1][O:2][C:3]1[CH:4]=[CH:5][C:6]([CH:9]2[C:18]3[C:13](=[CH:14][CH:15]=[CH:16][CH:17]=3)[CH2:12][CH2:11][CH2:10]2)=[CH:7][CH:8]=1. Procedure: 1-(4-Methoxyphenyl)-3,4-dihydro-naphthalene (12 g., 0.051 mole) was added to a mixture of 10% Pd on carbon catalyst (1.0 g.) and ethanol (250 ml.) and hydrogenated for 4 hours at room temperature and 50 psi of H2. The reaction mixture was then filtered and evaporated under vacuum to an oil, which was used in the next step without further purification (11.2 g., 92.5% yield). Starting materials: C(C)(C)(C)C=1C=C2C=NN(C(C2=C(C1)F)=O)C=1C(=C(C=CC1)N1C=C(C=2C1=NC(=CC2)C2=C(C=CC=C2)F)C#N)CO (1-(3-(6-tert-butyl-8-fluoro-1-oxophthalazin-2(1H)-yl)-2-(hydroxymethyl)phenyl)-6-(2-fluorophenyl)-1H-pyrrolo[2,3-b]pyridine-3-carbonitrile), [hydrogen bis(dimethylphosphinito-kP)]platinum (II), C(C)O (Ethanol). The solvent is O (Water). Run at temperature 45 celsius, time 1 hour. Product: C(C)(C)(C)C=1C=C2C=NN(C(C2=C(C1)F)=O)C=1C(=C(C=CC1)N1C=C(C=2C1=NC(=CC2)C2=C(C=CC=C2)F)C(=O)N)CO (1-[3-(6-tert-Butyl-8-fluoro-1-oxo-1H-phthalazin-2-yl)-2-hydroxymethyl-phenyl]-6-(2-fluoro-phenyl)-1H-pyrrolo[2,3-b]pyridine-3-carboxylic acid amide). The yield is 91.0%. As a reaction SMILES: [C:1]([C:5]1[CH:6]=[C:7]2[C:12](=[C:13]([F:15])[CH:14]=1)[C:11](=[O:16])[N:10]([C:17]1[C:18]([CH2:41][OH:42])=[C:19]([N:23]3[C:27]4=[N:28][C:29]([C:32]5[CH:37]=[CH:36][CH:35]=[CH:34][C:33]=5[F:38])=[CH:30][CH:31]=[C:26]4[C:25]([C:39]#[N:40])=[CH:24]3)[CH:20]=[CH:21][CH:22]=1)[N:9]=[CH:8]2)([CH3:4])([CH3:3])[CH3:2].C([OH:45])C>O>[C:1]([C:5]1[CH:6]=[C:7]2[C:12](=[C:13]([F:15])[CH:14]=1)[C:11](=[O:16])[N:10]([C:17]1[C:18]([CH2:41][OH:42])=[C:19]([N:23]3[C:27]4=[N:28][C:29]([C:32]5[CH:37]=[CH:36][CH:35]=[CH:34][C:33]=5[F:38])=[CH:30][CH:31]=[C:26]4[C:25]([C:39]([NH2:40])=[O:45])=[CH:24]3)[CH:20]=[CH:21][CH:22]=1)[N:9]=[CH:8]2)([CH3:4])([CH3:2])[CH3:3]. Reported procedure: In a 25 mL round-bottomed flask, 1-(3-(6-tert-butyl-8-fluoro-1-oxophthalazin-2(1H)-yl)-2-(hydroxymethyl)phenyl)-6-(2-fluorophenyl)-1H-pyrrolo[2,3-b]pyridine-3-carbonitrile (65 mg, 116 μmol) and [hydrogen bis(dimethylphosphinito-kP)]platinum (II) (497 μg, 1.16 μmol, Eq: 0.01) were combined with Ethanol (853 μl) and Water (853 μl) to give a colorless solution. The reaction mixture was heated to 45° C. and stirred for 1 h. Mixture was concentrated in vacuo, then diluted with acetonitrile and water ... Reactants: C(C)(C)(C)C1N([C@@H](C[C@@]12CN(C(C2)=O)C2=CC=CC=C2)C(=O)O)C([C@H](C(C)(C)C)NC(=O)OC2CCCC2)=O.N2[C@H](C(=O)O)CCC2 (proline (3S,5R)-tert-butyl-2-((S)-2-(cyclopentyloxycarbonylamino)-3,3-dimethylbutanoyl)-8-oxo-7-phenyl-2,7-diazaspiro[4.4]nonane-3-carboxylate), FC(C(=O)O)(F)F (trifluoroacetic acid). Solvent: C(Cl)Cl (CH2Cl2). Yields the product C1(CCCC1)OC(=O)N[C@H](C(=O)N1C[C@]2(C[C@H]1C(=O)O)CN(C(C2)=O)C2=CC=CC=C2)C(C)(C)C ((3S,5R)-2-((S)-2-(cyclopentyloxycarbonylamino)-3,3-dimethylbutanoyl)-8-oxo-7-phenyl-2,7-diazaspiro[4.4]nonane-3-carboxylic acid). Isolated yield 100.0%. As a reaction SMILES: C([CH:5]1[C@@:9]2([CH2:13][C:12](=[O:14])[N:11]([C:15]3[CH:20]=[CH:19][CH:18]=[CH:17][CH:16]=3)[CH2:10]2)[CH2:8][C@@H:7]([C:21]([OH:23])=[O:22])[N:6]1[C:24](=[O:39])[C@@H:25]([NH:30][C:31]([O:33][CH:34]1[CH2:38][CH2:37][CH2:36][CH2:35]1)=[O:32])[C:26]([CH3:29])([CH3:28])[CH3:27])(C)(C)C.N1CCC[C@H]1C(O)=O.FC(F)(F)C(O)=O>C(Cl)Cl>[CH:34]1([O:33][C:31]([NH:30][C@@H:25]([C:26]([CH3:29])([CH3:28])[CH3:27])[C:24]([N:6]2[C@H:7]([C:21]([OH:23])=[O:22])[CH2:8][C@@:9]3([CH2:13][C:12](=[O:14])[N:11]([C:15]4[CH:20]=[CH:19][CH:18]=[CH:17][CH:16]=4)[CH2:10]3)[CH2:5]2)=[O:39])=[O:32])[CH2:35][CH2:36][CH2:37][CH2:38]1 |f:0.1|. Procedure: The protected proline (3S,5R)-tert-butyl-2-((S)-2-(cyclopentyloxycarbonylamino)-3,3-dimethylbutanoyl)-8-oxo-7-phenyl-2,7-diazaspiro[4.4]nonane-3-carboxylate (H6a) (9.2 mg, 17 μmol) was dissolved in CH2Cl2 (1.0 ml) and treated with trifluoroacetic acid (0.3 ml) for 4 hrs at room temperature. The reaction was concentrated to dryness under high vacuum to give (3S,5R)-2-((S)-2-(cyclopentyloxycarbonylamino)-3,3-dimethylbutanoyl)-8-oxo-7-phenyl-2,7-diazaspiro[4.4]nonane-3-carboxylic acid (I6a) (17 μmo... Reactants: C(C(C)(C)C)(=O)OCN1C=2N(C(NC(C2N(C1=O)C)=O)=O)C (9-pivaloyloxymethyl-3,7-dimethyluric acid), [H-].[Na+] (sodium hydride), C(C)(=O)O[C@@H](CCCCI)C ((R)-5-Acetoxy-1-iodohexane), O (water). Run in CS(=O)C (dimethylsulfoxide), CS(=O)C (dimethylsulfoxide). Reaction conditions: time 15 minute. Product: C(C)(=O)O[C@@H](CCCCI)C ((R)-5-acetoxy-1-iodohexane), C(C)(=O)O[C@@H](CCCCN1C(=O)N(C=2N(C(=O)N(C2C1=O)C)COC(C(C)(C)C)=O)C)C ((R)-1-(5-acetoxyhexyl)-9-pivaloyloxymethyl-3,7-dimethyluric acid). The yield is 94.0%. As a reaction SMILES: [C:1]([O:7][CH2:8][N:9]1[C:17](=[O:18])[N:16]([CH3:19])[C:15]2[C:14](=[O:20])[NH:13][C:12](=[O:21])[N:11]([CH3:22])[C:10]1=2)(=[O:6])[C:2]([CH3:5])([CH3:4])[CH3:3].[H-].[Na+].[C:25]([O:28][C@H:29]([CH3:35])[CH2:30][CH2:31][CH2:32][CH2:33][I:34])(=[O:27])[CH3:26].O>CS(C)=O>[C:25]([O:28][C@H:29]([CH3:35])[CH2:30][CH2:31][CH2:32][CH2:33][I:34])(=[O:27])[CH3:26].[C:25]([O:28][C@H:29]([CH3:35])[CH2:30][CH2:31][CH2:32][CH2:33][N:13]1[C:14](=[O:20])[C:15]2[N:16]([CH3:19])[C:17](=[O:18])[N:9]([CH2:8][O:7][C:1](=[O:6])[C:2]([CH3:5])([CH3:4])[CH3:3])[C:10]=2[N:11]([CH3:22])[C:12]1=[O:21])(=[O:27])[CH3:26] |f:1.2|. Reported procedure: To a stirring solution of 9-pivaloyloxymethyl-3,7-dimethyluric acid (0.14 g, 0.45 mmol) in dimethylsulfoxide (10 ml) was added sodium hydride (12 mg, 0.47 mmol) in one portion. The solution was stirred for 15 minutes. (R)-5-Acetoxy-1-iodohexane (0.13 g, 0.47 mmol) in dimethylsulfoxide (1 ml) was added. The solution of (R)-5-acetoxy-1-iodohexane was prepared according to methods described in U.S. patent application Ser. No. 09/002,345, which is incorporated herein by reference. After stirring at ...